This data is from the Open Reaction Database (ORD), a public repository of structured organic reaction records. The task is: describe an organic reaction: reactants, conditions, products, and yield Product: CCc1ccc2c(c1)c1c(n2CCc2cnc(C)cc2C(F)(F)F)CCN(C)C1. Reaction SMILES: [CH2:1]([CH3:2])[c:3]1[cH:4][c:5]2[c:6]3[c:7]([nH:8][c:9]2[cH:10][cH:11]1)[CH2:12][CH2:13][N:14]([CH3:16])[CH2:15]3.[CH3:32][N:33]1[CH2:34][CH2:35][CH2:36][C:37]1=[O:38].[F:17][C:18]([c:19]1[cH:20][c:21]([CH3:27])[n:22][cH:23][c:24]1[CH:25]=[CH2:26])([F:28])[F:29].[K+:31].[OH-:30]>>[CH2:1]([CH3:2])[c:3]1[cH:4][c:5]2[c:6]3[c:7]([n:8]([CH2:26][CH2:25][c:24]4[c:19]([C:18]([F:17])([F:28])[F:29])[cH:20][c:21]([CH3:27])[n:22][cH:23]4)[c:9]2[cH:10][cH:11]1)[CH2:12][CH2:13][N:14]([CH3:16])[CH2:15]3. Starting materials: CCc1ccc2[nH]c3c(c2c1)CN(C)CC3, CN1CCCC1=O, C=Cc1cnc(C)cc1C(F)(F)F, [K+], [OH-]. The reactants are P(=O)([O-])([O-])[O-].[K+].[K+].[K+] (potassium phosphate), BrC1=C(C=C(C=C1)C(F)(F)F)F (1-bromo-2-fluoro-4-(trifluoromethyl)benzene), O1CCOCC1 (dioxane), N1CCOCC1 (morpholine). Solvent: C(Cl)Cl (DCM), CN(C)C=O (DMF). Conditions: temperature 150 celsius. The product is BrC1=C(C=C(C=C1)C(F)(F)F)N1CCOCC1 (4-(2-bromo-5-(trifluoromethyl)phenyl)morpholine). The yield is 36.0%. Reaction SMILES: P([O-])([O-])([O-])=O.[K+].[K+].[K+].[Br:9][C:10]1[CH:15]=[CH:14][C:13]([C:16]([F:19])([F:18])[F:17])=[CH:12][C:11]=1F.O1CCOCC1.[NH:27]1[CH2:32][CH2:31][O:30][CH2:29][CH2:28]1>C(Cl)Cl.CN(C=O)C>[Br:9][C:10]1[CH:15]=[CH:14][C:13]([C:16]([F:19])([F:18])[F:17])=[CH:12][C:11]=1[N:27]1[CH2:32][CH2:31][O:30][CH2:29][CH2:28]1 |f:0.1.2.3|. Reported procedure: A microwave vial charged with potassium phosphate (0.533 g, 2.51 mmol), 1-bromo-2-fluoro-4-(trifluoromethyl)benzene (0.610 g, 2.51 mmol) and 1 mL dioxane, was treated with morpholine (0.437 ml, 5.02 mmol) and was heated to 150° C. in a microwave reactor for one hour. LC/MS showed mostly starting material, so the reaction mixture was treated with 1 mL DMF and was heated to 150° C. in an oil bath overnight. LC/MS showed product, so the reaction mixture was diluted with DCM, filtered through a syri... Reactants: Cc1ccccc1, COC(=O)CC(=O)C(C)C, NCCN, Nc1ccccc1, O. The product is CC(C)C(=O)CC(=O)Nc1ccccc1. RXN SMILES: [CH3:1][c:2]1[cH:3][cH:4][cH:5][cH:6][cH:7]1.[CH3:8][CH:9]([C:10]([CH2:11][C:12]([O:14][CH3:13])=[O:15])=[O:16])[CH3:17].[NH2:18][CH2:19][CH2:20][NH2:21].[NH2:22][c:23]1[cH:24][cH:25][cH:26][cH:27][cH:28]1.[OH2:29]>>[CH3:8][CH:9]([C:10]([CH2:11][C:12](=[O:14])[NH:22][c:23]1[cH:24][cH:25][cH:26][cH:27][cH:28]1)=[O:16])[CH3:17]. Starting materials: FC1=C(C=CC(=C1)F)[C@@](CN1N=CN=C1)([C@@H](C)N1N=NC(=C1)CO)O ((2R,3R)-2-(2,4-difluorophenyl)-3-(4-hydroxymethyl-1H-1,2,3-triazol-1-yl)-1-(1H-1,2,4-triazol-1-yl)-2-butanol), [Cl-].[NH4+] (ammonium chloride), CS(=O)C (Dimethylsulfoxide), C(C(=O)Cl)(=O)Cl (oxalyl chloride). The solvent is ClCCl (dichloro-methane), C(C)N(CC)CC (triethylamine), ClCCl (dichloro-methane). Conditions: time 10 minute. Product: FC1=C(C=CC(=C1)F)[C@@](CN1N=CN=C1)([C@@H](C)N1N=NC(=C1)C=O)O ((2R,3R)-2-(2,4-Difluorophenyl)-3-(4-formyl-1H-1,2,3-triazol-1-yl)-1-(1H-1,2,4-triazol-1-yl)-2-butanol). The yield is 74.9%. Reaction SMILES: CS(C)=O.C(Cl)(=O)C(Cl)=O.[F:11][C:12]1[CH:17]=[C:16]([F:18])[CH:15]=[CH:14][C:13]=1[C@:19]([OH:35])([C@H:26]([N:28]1[CH:32]=[C:31]([CH2:33][OH:34])[N:30]=[N:29]1)[CH3:27])[CH2:20][N:21]1[CH:25]=[N:24][CH:23]=[N:22]1.[Cl-].[NH4+]>ClCCl.C(N(CC)CC)C>[F:11][C:12]1[CH:17]=[C:16]([F:18])[CH:15]=[CH:14][C:13]=1[C@:19]([OH:35])([C@H:26]([N:28]1[CH:32]=[C:31]([CH:33]=[O:34])[N:30]=[N:29]1)[CH3:27])[CH2:20][N:21]1[CH:25]=[N:24][CH:23]=[N:22]1 |f:3.4|. Procedure: Dimethylsulfoxide (1.08 ml) was added dropwise at -78° C. to a solution of oxalyl chloride (1 ml) in dichloro-methane (30 ml), followed by stirring for 10 minutes. To the mixture was added dropwise over the period of 5 minutes a solution of (2R,3R)-2-(2,4-difluorophenyl)-3-(4-hydroxymethyl-1H-1,2,3-triazol-1-yl)-1-(1H-1,2,4-triazol-1-yl)-2-butanol (2 g) in dichloro-methane (30 ml), followed by stirring for 15 minutes at -78° C. and then for 1 hour at -45° C. To the mixture was added triethylamin... The reactants are product, N1CCCCC1 (piperidine), C([O-])([O-])=O.[K+].[K+] (potassium carbonate), [I-].[K+] (potassium iodide), O(C1=CC=CC=C1)CCCBr (3-Phenoxypropylbromide), N1CCCCC1 (piperidine), [I-].[K+] (potassium iodide), product, BrCCCCCC(=O)Cl (6-bromohexanoylchloride), [Cl-].[Cl-].[Cl-].[Al+3] (aluminiumtrichloride). Run in C(C)(=O)OCC (Ethyl acetate), CC(=O)C (acetone), CC(=O)C (acetone), [N+](=O)([O-])C1=CC=CC=C1 (nitrobenzol). Run at time 3 day. Product: N1(CCCCC1)CCCOC1=CC=C(C=C1)C(CCCCCN1CCCCC1)=O (4-(6-Piperidinohexanoyl)phenyl 3-piperidinopropyl ether). RXN SMILES: [O:1]([CH2:8][CH2:9][CH2:10]Br)[C:2]1[CH:7]=[CH:6][CH:5]=[CH:4][CH:3]=1.[NH:12]1[CH2:17][CH2:16][CH2:15][CH2:14][CH2:13]1.[I-].[K+].Br[CH2:21][CH2:22][CH2:23][CH2:24][CH2:25][C:26](Cl)=[O:27].[Cl-].[Cl-].[Cl-].[Al+3].C(=O)([O-])[O-].[K+].[K+]>CC(C)=O.[N+](C1C=CC=CC=1)([O-])=O.C(OCC)(=O)C>[N:12]1([CH2:10][CH2:9][CH2:8][O:1][C:2]2[CH:7]=[CH:6][C:5]([C:26](=[O:27])[CH2:25][CH2:24][CH2:23][CH2:22][CH2:21][N:12]3[CH2:17][CH2:16][CH2:15][CH2:14][CH2:13]3)=[CH:4][CH:3]=2)[CH2:17][CH2:16][CH2:15][CH2:14][CH2:13]1 |f:2.3,5.6.7.8,9.10.11|. Procedure details: 3-Phenoxypropylbromide (10 mmol), piperidine (20 mmol), and catalytic amounts of potassium iodide were refluxed in acetone for 12 hours. The solvent was evaporated. The residue was treated with ethyl acetate. The solvent was removed under reduced pressure, and the product was crystallized with hydrochloric acid from isopropanol/diethyl ether. The product (5 mmol) was added to a solution of 6-bromohexanoylchloride (7.5 mmol) and aluminiumtrichloride (22.5 mmol) in 10 ml of nitrobenzol. The mixtur... The reactants are CC=1C(=CC=2C(CCC(C2C1)(C)C)(C)C)[Se]C#CC1=NC=C(C(=O)O)C=C1 (6-(3,5,5,8,8-pentamethyl-5,6,7,8-tetrahydro-2-naphthylselanylethynyl)nicotinic acid), ON1N=NC2=C1C=CC=C2 (1-hydroxybenzotriazole), C1(CCCCC1)N=C=NC1CCCCC1 (1,3-dicyclohexylcarbodiimide), C(CCC)N (butylamine). Solvent: C1CCOC1 (THF). The product is C(CCC)NC(C1=CN=C(C=C1)C#C[Se]C1=CC=2C(CCC(C2C=C1C)(C)C)(C)C)=O (N-Butyl-6-(3,5,5,8,8-pentamethyl-5,6,7,8-tetrahydro-2-naphthylselanylethynyl)nicotinamide). As a reaction SMILES: [CH3:1][C:2]1[C:3]([Se:16][C:17]#[C:18][C:19]2[CH:27]=[CH:26][C:22]([C:23]([OH:25])=O)=[CH:21][N:20]=2)=[CH:4][C:5]2[C:6]([CH3:15])([CH3:14])[CH2:7][CH2:8][C:9]([CH3:13])([CH3:12])[C:10]=2[CH:11]=1.O[N:29]1[C:33]2C=C[CH:36]=[CH:37][C:32]=2N=N1.C1(N=C=NC2CCCCC2)CCCCC1.C(N)CCC>C1COCC1>[CH2:33]([NH:29][C:23](=[O:25])[C:22]1[CH:26]=[CH:27][C:19]([C:18]#[C:17][Se:16][C:3]2[C:2]([CH3:1])=[CH:11][C:10]3[C:9]([CH3:12])([CH3:13])[CH2:8][CH2:7][C:6]([CH3:14])([CH3:15])[C:5]=3[CH:4]=2)=[N:20][CH:21]=1)[CH2:32][CH2:37][CH3:36]. Reported procedure: In a manner similar to that of Example 10, 300 mg (0.72 mmol) of 6-(3,5,5,8,8-pentamethyl-5,6,7,8-tetrahydro-2-naphthylselanylethynyl)nicotinic acid are reacted with 194 mg (1.45 mmol) of 1-hydroxybenzotriazole, 300 mg (1.45 mmol) of 1,3-dicyclohexylcarbodiimide and 63.5 mg (0.87 mmol) of butylamine in 20 ml of THF. After purification on a column of silica (ethyl acetate 20/heptane 80), 60 mg (17%) of a yellow solid are obtained. m.p.=172° C. Starting materials: C(CC)N1C(C(C2=CC=CC=C12)=O)=O (1-propylindoline-2,3-dione), CC=1C=C2C(C(NC2=CC1)=O)=O (5-methyl isatin), BrCCCCCC (1-bromo-5-methylpentane). The product is CC=1C=C2C(C(N(C2=CC1)CCCC(C)C)=O)=O (5-methyl-1-(4-methylpentyl)indoline-2,3-dione). RXN SMILES: C(N1[C:12]2[C:7](=[CH:8][CH:9]=[CH:10]C=2)[C:6](=O)C1=O)CC.[CH3:15][C:16]1[CH:17]=[C:18]2[C:22](=[CH:23][CH:24]=1)[NH:21][C:20](=[O:25])[C:19]2=[O:26].BrCCCCCC>>[CH3:15][C:16]1[CH:17]=[C:18]2[C:22](=[CH:23][CH:24]=1)[N:21]([CH2:10][CH2:9][CH2:8][CH:7]([CH3:12])[CH3:6])[C:20](=[O:25])[C:19]2=[O:26]. Reported procedure: This compound was prepared in a similar method as 1-propylindoline-2,3-dione by reacting commercially available 5-methyl isatin (purchase from Fisher Scientific) with commercially available 1-bromo-5-methylpentane (purchase from Fisher Scientific). 1H NMR δ 7.42 (s, 1H), 7.38 (ddd, 1H), 6.79 (d, 1H), 3.68 (t, 2H), 3.34 (s, 3H), 1.69 (m, 2H), 1.60 (m, 1H), 1.27 (m, 2H), 0.88 (d, 6H).